This data is from the Open Reaction Database (ORD), a public repository of structured organic reaction records. The task is: describe an organic reaction: reactants, conditions, products, and yield Reactants: O=Cc1cc2[nH]cnc2c(F)c1Nc1ccc(Br)cc1Cl, [Li]COCc1ccccc1, C1CCOC1, [Li]CCCC. Product: O=C(COCc1ccccc1)c1cc2[nH]cnc2c(F)c1Nc1ccc(Br)cc1Cl. Reaction SMILES: [Br:16][c:17]1[cH:18][c:19]([Cl:36])[c:20]([NH:23][c:24]2[c:25]([CH:34]=[O:35])[cH:26][c:27]3[c:28]([n:29][cH:30][nH:31]3)[c:32]2[F:33])[cH:21][cH:22]1.[CH2:1]([c:2]1[cH:3][cH:4][cH:5][cH:6][cH:7]1)[O:8][CH2:9][Li:10].[CH2:37]1[O:38][CH2:39][CH2:40][CH2:41]1.[CH3:11][CH2:12][CH2:13][CH2:14][Li:15]>>[CH2:1]([c:2]1[cH:3][cH:4][cH:5][cH:6][cH:7]1)[O:8][CH2:9][C:34]([c:25]1[c:24]([NH:23][c:20]2[c:19]([Cl:36])[cH:18][c:17]([Br:16])[cH:22][cH:21]2)[c:32]([F:33])[c:28]2[c:27]([cH:26]1)[nH:31][cH:30][n:29]2)=[O:35]. Reactants: COC1=NSN=C1OC (3,4-dimethoxy-1,2,5-thiadiazole), ClC1=CC(=CC=C1)C(=O)OO (m-chloroperbenzoic acid), peracid, COC1=NSN=C1OC (3,4-dimethoxy-1,2,5-thiadiazole). The solvent is C(Cl)(Cl)Cl (chloroform), C(Cl)(Cl)Cl (chloroform). Conditions: time 3 hour. The product is COC1=NS(N=C1OC)=O (3,4-Dimethoxy-1,2,5-thiadiazole 1-oxide). As a reaction SMILES: [CH3:1][O:2][C:3]1[C:7]([O:8][CH3:9])=[N:6][S:5][N:4]=1.ClC1C=CC=C(C(OO)=[O:18])C=1>C(Cl)(Cl)Cl>[CH3:1][O:2][C:3]1[C:7]([O:8][CH3:9])=[N:6][S:5](=[O:18])[N:4]=1. Procedure details: A solution of 3,4-dimethoxy-1,2,5-thiadiazole (35.2 g; 24.1 mmoles) [prepared according to the procedure described in J. Org. Chem., 40, 2749 (1975)] in 100 ml of chloroform was added over a period of 3 minutes to a stirred solution of m-chloroperbenzoic acid (50.7 g; 25.0 mmoles; 85% assay) in 900 ml of chloroform at 20°, using a cooling bath to keep the exothermic reaction from rising above 32°. After stirring for 3 hours at ambient temperature, the excess peracid was reacted with an additiona... Reactants: CS(=O)(=O)OC1CN(C1)C(=O)C=1OC(=NN1)C1=CC=CC=C1 (1-(5-Phenyl-1,3,4-oxadiazole-2-carbonyl)azetidin-3-yl methanesulfonate), CC1=C(C=O)C=CC(=C1)OC1CN(C1)C(=O)C=1OC(=NN1)C1=CC=CC=C1 (2-Methyl-4-(1-(5-phenyl-1,3,4-oxadiazole-2-carbonyl)azetidin-3-yloxy)benzaldehyde), COC1=CC=C(C=C1)C1=NN=C(O1)C(=O)OCC (ethyl 5-(4-methoxyphenyl)-1,3,4-oxadiazole-2-carboxylate). The product is COC1=CC=C(C=C1)C1=NN=C(O1)C(=O)N1CC(C1)OC1=CC=C(C=O)C=C1 (4-(1-(5-(4-Methoxyphenyl)-1,3,4-oxadiazole-2-carbonyl)azetidin-3-yloxy)benzaldehyde). Isolated yield 32.0%. Reaction SMILES: CS([O:5][CH:6]1CN(C(C2OC(C3C=CC=CC=3)=NN=2)=O)C1)(=O)=O.C[C:24]1[CH:31]=[C:30]([O:32][CH:33]2[CH2:36][N:35]([C:37]([C:39]3[O:40][C:41]([C:44]4[CH:49]=[CH:48][CH:47]=[CH:46][CH:45]=4)=[N:42][N:43]=3)=[O:38])[CH2:34]2)[CH:29]=[CH:28][C:25]=1[CH:26]=[O:27].COC1C=CC(C2OC(C(OCC)=O)=NN=2)=CC=1>>[CH3:6][O:5][C:47]1[CH:48]=[CH:49][C:44]([C:41]2[O:40][C:39]([C:37]([N:35]3[CH2:34][CH:33]([O:32][C:30]4[CH:29]=[CH:28][C:25]([CH:26]=[O:27])=[CH:24][CH:31]=4)[CH2:36]3)=[O:38])=[N:43][N:42]=2)=[CH:45][CH:46]=1. Procedure: Using similar protocols as described in Example 53A, 53B and 53C employing ethyl 5-(4-methoxyphenyl)-1,3,4-oxadiazole-2-carboxylate as starting material afforded 0.47 g (32%) of 55A as a solid. 1H NMR (500 MHz, CDCl3): δ 3.89 (s, 3H), 4.36 (d, 1H), 4.70 (dd, 1H), 4.79 (m, 1H), 5.18 (m, 2H), 6.91 (d, 2H), 7.03 (d, 2H), 7.88 (d, 2H), 8.10 (d, 2H), 9.93 (s, 1H), MS (APCI+) m/z 380 [M+H]+. The reactants are ClCC1OCCN(C1)C1=C(C=C2C(C(=CN(C2=C1F)CC)C(=O)O)=O)F (7-(2-chloromethylmorpholino)-1-ethyl-6,8-difluoro-1,4-dihydro-4-oxoquinoline-3-carboxylic acid), C(C)NCC (diethylamine). The product is C(C)N(CC)CC1OCCN(C1)C1=C(C=C2C(C(=CN(C2=C1F)CC)C(=O)O)=O)F (7-[2-(diethylaminomethyl)morpholino]-1-ethyl-6,8-difluoro-1,4-dihydro-4-oxoquinoline-3-carboxylic acid). As a reaction SMILES: Cl[CH2:2][CH:3]1[CH2:8][N:7]([C:9]2[C:18]([F:19])=[C:17]3[C:12]([C:13](=[O:25])[C:14]([C:22]([OH:24])=[O:23])=[CH:15][N:16]3[CH2:20][CH3:21])=[CH:11][C:10]=2[F:26])[CH2:6][CH2:5][O:4]1.[CH2:27]([NH:29][CH2:30][CH3:31])[CH3:28]>>[CH2:27]([N:29]([CH2:2][CH:3]1[CH2:8][N:7]([C:9]2[C:18]([F:19])=[C:17]3[C:12]([C:13](=[O:25])[C:14]([C:22]([OH:24])=[O:23])=[CH:15][N:16]3[CH2:20][CH3:21])=[CH:11][C:10]=2[F:26])[CH2:6][CH2:5][O:4]1)[CH2:30][CH3:31])[CH3:28]. Procedure: By the use of 7-(2-chloromethylmorpholino)-1-ethyl-6,8-difluoro-1,4-dihydro-4-oxoquinoline-3-carboxylic acid and diethylamine, the reaction is similarly carried out as Example 4 to give 7-[2-(diethylaminomethyl)morpholino]-1-ethyl-6,8-difluoro-1,4-dihydro-4-oxoquinoline-3-carboxylic acid. The reactants are C([O-])([O-])=O.[K+].[K+] (potassium carbonate), O (water), ClC=1C=NC(=NC1)N1CCC(CC1)[C@@H]1[C@@H](C1)CCN (2-{(1S,2S)-2-[1-(5-chloropyrimidin-2-yl)piperidin-4-yl]cyclopropyl}ethanamine), ClC1=NC=C(N=C1)N1N=CN=C1 (2-chloro-5-(1H-1,2,4-triazol-1-yl)pyrazine). The solvent is CN1CCCC1=O (NMP), C(C)(=O)O (acetic acid). Run at temperature 90 celsius. Yields the product ClC=1C=NC(=NC1)N1CCC(CC1)[C@@H]1[C@@H](C1)CCNC1=NC=C(N=C1)N1N=CN=C1 (N-(2-{(1S,2S)-2-[1-(5-chloropyrimidin-2-yl)piperidin-4-yl]cyclopropyl}ethyl)-5-(1H-1,2,4-triazol-1-yl)pyrazin-2-amine). RXN SMILES: [Cl:1][C:2]1[CH:3]=[N:4][C:5]([N:8]2[CH2:13][CH2:12][CH:11]([C@H:14]3[CH2:16][C@H:15]3[CH2:17][CH2:18][NH2:19])[CH2:10][CH2:9]2)=[N:6][CH:7]=1.Cl[C:21]1[CH:26]=[N:25][C:24]([N:27]2[CH:31]=[N:30][CH:29]=[N:28]2)=[CH:23][N:22]=1.C(=O)([O-])[O-].[K+].[K+].O>CN1C(=O)CCC1.C(O)(=O)C>[Cl:1][C:2]1[CH:3]=[N:4][C:5]([N:8]2[CH2:13][CH2:12][CH:11]([C@H:14]3[CH2:16][C@H:15]3[CH2:17][CH2:18][NH:19][C:21]3[CH:26]=[N:25][C:24]([N:27]4[CH:31]=[N:30][CH:29]=[N:28]4)=[CH:23][N:22]=3)[CH2:10][CH2:9]2)=[N:6][CH:7]=1 |f:2.3.4|. Reported procedure: 2-{(1S,2S)-2-[1-(5-chloropyrimidin-2-yl)piperidin-4-yl]cyclopropyl}ethanamine (50 mg, 0.18 mmol) from step 3, Example 5 and 2-chloro-5-(1H-1,2,4-triazol-1-yl)pyrazine (35.6 mg, 0.20 mmol) were added in NMP (0.89 mL), then potassium carbonate (73.8 mg, 0.53 mmol) was added and the reaction was heated to 90° C. overnight. The reaction was cooled to room temperature, water (10 mL) was added and drops of acetic acid were added to adjust pH value to ˜4, extracted with ethyl acetate (20 mL), second wa... The reactants are CN(CC#CC=1C=C(C(=O)NC2=CC(=C(C=C2)OC2=NC=CC=C2C2=NC(=NC=C2)NC)C)C=CC1)C (3-(3-(dimethylamino)prop-1-ynyl)-N-(3-methyl-4-(3-(2-(methylamino)pyrimidin-4-yl)pyridin-2-yloxy)phenyl)benzamide), [H][H] (hydrogen). The reagents and catalysts are [Pd] (Pd/C). Solvent: CCO (EtOH), C(C)O (ethanol). Run at time 5 hour. Product: CN(CCCC=1C=C(C(=O)NC2=CC(=C(C=C2)OC2=NC=CC=C2C2=NC(=NC=C2)NC)C)C=CC1)C (3-(3-(dimethylamino)propyl)-N-(3-methyl-4-(3-(2-(methylamino)pyrimidin-4-yl)pyridin-2-yloxy)phenyl)benzamide). RXN SMILES: [CH3:1][N:2]([CH3:37])[CH2:3][C:4]#[C:5][C:6]1[CH:7]=[C:8]([CH:34]=[CH:35][CH:36]=1)[C:9]([NH:11][C:12]1[CH:17]=[CH:16][C:15]([O:18][C:19]2[C:24]([C:25]3[CH:30]=[CH:29][N:28]=[C:27]([NH:31][CH3:32])[N:26]=3)=[CH:23][CH:22]=[CH:21][N:20]=2)=[C:14]([CH3:33])[CH:13]=1)=[O:10].[H][H]>CCO.[Pd]>[CH3:37][N:2]([CH3:1])[CH2:3][CH2:4][CH2:5][C:6]1[CH:7]=[C:8]([CH:34]=[CH:35][CH:36]=1)[C:9]([NH:11][C:12]1[CH:17]=[CH:16][C:15]([O:18][C:19]2[C:24]([C:25]3[CH:30]=[CH:29][N:28]=[C:27]([NH:31][CH3:32])[N:26]=3)=[CH:23][CH:22]=[CH:21][N:20]=2)=[C:14]([CH3:33])[CH:13]=1)=[O:10]. Procedure details: To a mixture of 3-(3-(dimethylamino)prop-1-ynyl)-N-(3-methyl-4-(3-(2-(methylamino)pyrimidin-4-yl)pyridin-2-yloxy)phenyl)benzamide (0.060 g, 0.12 mmol) in EtOH (4 mL) was added a suspension of 10% Pd/C (0.012 g, 0.012 mmol) in ethanol. The reaction was exposed to approximately 30 psi hydrogen and was shaken in a Parr apparatus for 5 h. The reaction was filtered through celite, and the filtrate was concentrated in vacuo. The resulting yellow oil was purified by reverse-phase HPLC using acetonitril... Reaction SMILES: [F:1][C:2]1[C:3]([N:9]2[CH2:13][C:12]([CH3:15])([CH3:14])[NH:11][C:10]2=[O:16])=[N:4][CH:5]=[C:6]([I:8])[CH:7]=1.I[CH3:18]>>[F:1][C:2]1[C:3]([N:9]2[CH2:13][C:12]([CH3:14])([CH3:15])[N:11]([CH3:18])[C:10]2=[O:16])=[N:4][CH:5]=[C:6]([I:8])[CH:7]=1. Reactants: FC=1C(=NC=C(C1)I)N1C(NC(C1)(C)C)=O (1-(3-fluoro-5-iodo-pyridin-2-yl)-4,4-dimethyl-imidazolidin-2-one), IC (iodomethane). Yields the product FC=1C(=NC=C(C1)I)N1C(N(C(C1)(C)C)C)=O (1-(3-Fluoro-5-iodo-pyridin-2-yl)-3,4,4-trimethyl-imidazolidin-2-one). Procedure details: The title compound, a yellow oil, MS: m/e=350.0 (M+H+), was prepared in accordance with the general method of Example 16 from 1-(3-fluoro-5-iodo-pyridin-2-yl)-4,4-dimethyl-imidazolidin-2-one (Example 110, step 1) and iodomethane. The reactants are C[O-].C1(=CC=CC=C1)[Si](OC[C@]12CCC(C=C1CC[C@H]1[C@@H]3CCC([C@@]3(C)CC[C@H]21)=O)=O)(C2=CC=CC=C2)C2=CC=CC=C2 (19-(triphenylsiloxy)-4-androstene-3,17-dione methanolate), OC[C@]12[C@@H](CC(C=C1CC[C@H]1[C@@H]3CCC([C@@]3(C)CC[C@H]21)=O)=O)C (19-hydroxy-1β-methyl-4-androstene-3,17-dione), OC[C@]12CCC(C=C1[C@H](C[C@H]1[C@@H]3CCC([C@@]3(C)CC[C@H]21)=O)C)=O (19-hydroxy-6α-methyl-4-androstene-3,17-dione). Product: C[C@@H]1CC(C=C2CC[C@H]3[C@@H]4CCC([C@@]4(C)CC[C@@H]3[C@@]12CO[Si](C1=CC=CC=C1)(C1=CC=CC=C1)C1=CC=CC=C1)=O)=O (1β-methyl-19-triphenylsiloxy-4-androstene-3,17-dione), C[C@H]1C[C@H]2[C@@H]3CCC([C@@]3(C)CC[C@@H]2[C@]2(CCC(C=C12)=O)CO[Si](C1=CC=CC=C1)(C1=CC=CC=C1)C1=CC=CC=C1)=O (6α-methyl-19-triphenylsiloxy-4-androstene-3,17-dione). RXN SMILES: [OH:1][CH2:2][C@@:3]12[C@@H:20]3[C@H:11]([C@H:12]4[C@@:16]([CH2:18][CH2:19]3)([CH3:17])[C:15](=[O:21])[CH2:14][CH2:13]4)[CH2:10][CH2:9][C:8]1=[CH:7][C:6](=[O:22])[CH2:5][C@H:4]2[CH3:23].[OH:24][CH2:25][C@@:26]12[C@@H:43]3[C@H:34]([C@H:35]4[C@@:39]([CH2:41][CH2:42]3)([CH3:40])[C:38](=[O:44])[CH2:37][CH2:36]4)[CH2:33][C@H:32]([CH3:45])[C:31]1=[CH:30][C:29](=[O:46])[CH2:28][CH2:27]2.C[O-].[C:49]1([Si:55]([C:84]2[CH:89]=[CH:88][CH:87]=[CH:86][CH:85]=2)([C:78]2[CH:83]=[CH:82][CH:81]=[CH:80][CH:79]=2)OC[C@@]23[C@@H]4[C@H]([C@H]5[C@@](CC4)(C)C(=O)CC5)CCC2=CC(=O)CC3)[CH:54]=[CH:53][CH:52]=[CH:51][CH:50]=1>>[CH3:23][C@H:4]1[C@@:3]2([CH2:2][O:1][Si:55]([C:78]3[CH:79]=[CH:80][CH:81]=[CH:82][CH:83]=3)([C:84]3[CH:89]=[CH:88][CH:87]=[CH:86][CH:85]=3)[C:49]3[CH:50]=[CH:51][CH:52]=[CH:53][CH:54]=3)[C:8]([CH2:9][CH2:10][C@@H:11]3[C@@H:20]2[CH2:19][CH2:18][C@@:16]2([CH3:17])[C@H:12]3[CH2:13][CH2:14][C:15]2=[O:21])=[CH:7][C:6](=[O:22])[CH2:5]1.[CH3:45][C@@H:32]1[C:31]2[C@:26]([CH2:25][O:24][Si:55]([C:78]3[CH:79]=[CH:80][CH:81]=[CH:82][CH:83]=3)([C:84]3[CH:89]=[CH:88][CH:87]=[CH:86][CH:85]=3)[C:49]3[CH:50]=[CH:51][CH:52]=[CH:53][CH:54]=3)([CH2:27][CH2:28][C:29](=[O:46])[CH:30]=2)[C@@H:43]2[C@H:34]([C@H:35]3[C@@:39]([CH2:41][CH2:42]2)([CH3:40])[C:38](=[O:44])[CH2:37][CH2:36]3)[CH2:33]1 |f:2.3|. Procedure: Following essentially the same procedure but substituting 19-hydroxy-1β-methyl-4-androstene-3,17-dione and 19-hydroxy-6α-methyl-4-androstene-3,17-dione for the 19-hydroxy-4-androstene-3,17-dione above results in the preparation of 1β-methyl-19-triphenylsiloxy-4-androstene-3,17-dione and 6α-methyl-19-triphenylsiloxy-4-androstene-3,17-dione. Starting materials: C1CCOC1, C[Si](C)(C)[N-][Si](C)(C)C, CI, CCCOC(=O)Cc1c2n(c3c(F)cccc13)CC(=O)CC2, [Na+]. The product is CCCOC(=O)Cc1c2n(c3c(F)cccc13)C(C)C(=O)CC2. Reaction SMILES: [CH2:35]1[O:36][CH2:37][CH2:38][CH2:39]1.[CH3:24][Si:25]([N-:26][Si:27]([CH3:28])([CH3:29])[CH3:30])([CH3:31])[CH3:32].[CH3:33][I:34].[F:1][c:2]1[cH:3][cH:4][cH:5][c:6]2[c:7]([CH2:16][C:17](=[O:18])[O:19][CH2:20][CH2:21][CH3:22])[c:8]3[n:9]([c:10]12)[CH2:11][C:12](=[O:15])[CH2:13][CH2:14]3.[Na+:23]>>[F:1][c:2]1[cH:3][cH:4][cH:5][c:6]2[c:7]([CH2:16][C:17](=[O:18])[O:19][CH2:20][CH2:21][CH3:22])[c:8]3[n:9]([c:10]12)[CH:11]([CH3:24])[C:12](=[O:15])[CH2:13][CH2:14]3. The solvent is C(C)O (ethanol). Yields the product BrC1=CC=C(C=C1)CCNC(=O)C=1C=CC=2C[C@@H]3[C@@]4(CCC(C[C@@]4(C2C1O)CCN3C)=O)O (N-[2-(4-bromophenyl)ethyl]-4,14-dihydroxy-17-methyl-6-oxomorphinan-3-carboxamide). RXN SMILES: [Br:1][C:2]1[CH:7]=[CH:6][C:5]([CH2:8][CH2:9][NH:10][C:11]([C:13]2[CH:14]=[CH:15][C:16]3[CH2:17][C@H:18]4[N:30]([CH3:31])[CH2:29][CH2:28][C@:24]56[C:25]=3[C:26]=2[O:27][C@H:23]5[C:22](=[O:32])[CH2:21][CH2:20][C@@:19]46[OH:33])=[O:12])=[CH:4][CH:3]=1.[Cl-].[NH4+]>[Zn].C(O)C>[Br:1][C:2]1[CH:7]=[CH:6][C:5]([CH2:8][CH2:9][NH:10][C:11]([C:13]2[CH:14]=[CH:15][C:16]3[CH2:17][C@H:18]4[N:30]([CH3:31])[CH2:29][CH2:28][C@@:24]5([C:25]=3[C:26]=2[OH:27])[C@@:19]4([OH:33])[CH2:20][CH2:21][C:22](=[O:32])[CH2:23]5)=[O:12])=[CH:4][CH:3]=1 |f:1.2|. Reaction conditions: temperature 40 celsius. Yield: 79.0%. Reactants: BrC1=CC=C(C=C1)CCNC(=O)C=1C=CC=2C[C@@H]3[C@@]4(CCC([C@H]5[C@@]4(C2C1O5)CCN3C)=O)O ((5a)-N-[2-(4-bromophenyl)ethyl]-14-hydroxy-17-methyl-6-oxo-4,5-epoxymorphinan-3-carboxamide), [Cl-].[NH4+] (ammonium chloride). Reported procedure: A mixture of (5a)-N-[2-(4-bromophenyl)ethyl]-14-hydroxy-17-methyl-6-oxo-4,5-epoxymorphinan-3-carboxamide (1) (10 g, 19.6 mmol), denatured ethanol (300 mL), zinc powder (28 g, 0.43 mol) and ammonium chloride (34.5 g, 0.65 mol) was heated at reflux for 30 min and then cooled to ˜40° C. The reaction mixture was filtered through celite and washed with denatured ethanol (300 mL, 40° C.). The volatiles were removed under vacuum and the residue partitioned between dichloromethane (200 mL) and 2% aqueou... Reagents/catalysts: [Zn] (zinc).